Dataset: the Open Reaction Database (ORD), a public repository of structured organic reaction records. Task: describe an organic reaction: reactants, conditions, products, and yield Reactants: C(C)N(CCCOC=1C=C(C#N)C=CC1)CC (3-[3-(diethylamino)propoxy]benzonitrile), [H-].[Al+3].[Li+].[H-].[H-].[H-] (lithium aluminium hydride). The product is C(C)N(CCCOC=1C=C(CN)C=CC1)CC (3-[3-(Diethylamino)propoxy]benzylamine). The yield is 89.0%. RXN SMILES: [CH2:1]([N:3]([CH2:16][CH3:17])[CH2:4][CH2:5][CH2:6][O:7][C:8]1[CH:9]=[C:10]([CH:13]=[CH:14][CH:15]=1)[C:11]#[N:12])[CH3:2].[H-].[Al+3].[Li+].[H-].[H-].[H-]>>[CH2:16]([N:3]([CH2:1][CH3:2])[CH2:4][CH2:5][CH2:6][O:7][C:8]1[CH:9]=[C:10]([CH:13]=[CH:14][CH:15]=1)[CH2:11][NH2:12])[CH3:17] |f:1.2.3.4.5.6|. Reported procedure: According to a similar manner as that in Reference Example 78, 3-[3-(diethylamino)propoxy]benzonitrile obtained above was reduced by lithium aluminium hydride to give the title compound (89%). This compound was used in the subsequent reaction without further purification. Starting materials: ClC(Cl)(Cl)Cl, CN(C)C=O, NC(=O)c1cn(-c2ccccc2)nc1-c1ccc([N+](=O)[O-])o1, O=S(Cl)Cl. Product: [Cl-], O=C(O)c1cn(-c2ccccc2)nc1-c1ccc([N+](=O)[O-])o1. As a reaction SMILES: [C:32]([Cl:33])([Cl:34])([Cl:35])[Cl:36].[CH3:27][N:28]([CH3:29])[CH:30]=[O:31].[N+:1](=[O:2])([O-:3])[c:4]1[cH:5][cH:6][c:7](-[c:9]2[n:10][n:11](-[c:17]3[cH:18][cH:19][cH:20][cH:21][cH:22]3)[cH:12][c:13]2[C:14](=[O:15])[NH2:16])[o:8]1.[S:23](=[O:24])([Cl:25])[Cl:26]>>[Cl-:25].[N+:1](=[O:2])([O-:3])[c:4]1[cH:5][cH:6][c:7](-[c:9]2[n:10][n:11](-[c:17]3[cH:18][cH:19][cH:20][cH:21][cH:22]3)[cH:12][c:13]2[C:14](=[O:15])[OH:24])[o:8]1. Starting materials: [Al+3], COc1ccc(OC)c2c1CCC(O)(CC(=O)O)C2, CCOC(C)=O, [H-], [H-], [H-], [H-], [Li+], C1CCOC1, O. Product: COc1ccc(OC)c2c1CCC(O)(CCO)C2. Reaction SMILES: [Al+3:21].[CH3:1][O:2][c:3]1[c:4]2[c:9]([c:10]([O:13][CH3:14])[cH:11][cH:12]1)[CH2:8][C:7]([CH2:15][C:16](=[O:17])[OH:18])([OH:19])[CH2:6][CH2:5]2.[CH3:26][CH2:27][O:28][C:29](=[O:30])[CH3:31].[H-:20].[H-:23].[H-:24].[H-:25].[Li+:22].[O:33]1[CH2:34][CH2:35][CH2:36][CH2:37]1.[OH2:32]>>[CH3:1][O:2][c:3]1[c:4]2[c:9]([c:10]([O:13][CH3:14])[cH:11][cH:12]1)[CH2:8][C:7]([CH2:15][CH2:16][OH:17])([OH:19])[CH2:6][CH2:5]2. The reactants are Compound II, N1=CC=C(C=C1)CNC(NOCC(=O)O)=O (2-(3-(pyridin-4-ylmethyl)ureidooxy)acetic acid), N[C@H](C(=O)N(CC1=CC=CC2=CC=CC=C12)[C@H](C(OCC)OCC)C)CC1=CC=C(C=C1)OC(C)(C)C ((S)-2-amino-3-(4-tert-butoxyphenyl)-N—((S)-1,1-diethoxypropan-2-yl)-N-(naphthalen-1-ylmethyl)propanamide). Product: C(C)(C)(C)OC1=CC=C(C=C1)C[C@@H](C(=O)N(CC1=CC=CC2=CC=CC=C12)[C@H](C(OCC)OCC)C)NC(CONC(=O)NCC1=CC=NC=C1)=O (1-(2-((S)-3-(4-tert-butoxyphenyl)-1-(((S)-1,1-diethoxypropan-2-yl)(naphthalen-1-ylmethyl)amino)-1-oxopropan-2-ylamino)-2-oxoethoxy)-3-(pyridin-4-ylmethyl)urea). Reaction SMILES: [N:1]1[CH:6]=[CH:5][C:4]([CH2:7][NH:8][C:9](=[O:16])[NH:10][O:11][CH2:12][C:13]([OH:15])=O)=[CH:3][CH:2]=1.[NH2:17][C@@H:18]([CH2:42][C:43]1[CH:48]=[CH:47][C:46]([O:49][C:50]([CH3:53])([CH3:52])[CH3:51])=[CH:45][CH:44]=1)[C:19]([N:21]([C@@H:33]([CH3:41])[CH:34]([O:38][CH2:39][CH3:40])[O:35][CH2:36][CH3:37])[CH2:22][C:23]1[C:32]2[C:27](=[CH:28][CH:29]=[CH:30][CH:31]=2)[CH:26]=[CH:25][CH:24]=1)=[O:20]>>[C:50]([O:49][C:46]1[CH:45]=[CH:44][C:43]([CH2:42][C@H:18]([NH:17][C:13](=[O:15])[CH2:12][O:11][NH:10][C:9]([NH:8][CH2:7][C:4]2[CH:3]=[CH:2][N:1]=[CH:6][CH:5]=2)=[O:16])[C:19]([N:21]([C@@H:33]([CH3:41])[CH:34]([O:38][CH2:39][CH3:40])[O:35][CH2:36][CH3:37])[CH2:22][C:23]2[C:32]3[C:27](=[CH:28][CH:29]=[CH:30][CH:31]=3)[CH:26]=[CH:25][CH:24]=2)=[O:20])=[CH:48][CH:47]=1)([CH3:53])([CH3:51])[CH3:52]. Procedure: According to the procedure described in the synthesis method of Compound II-15, 2-(3-(pyridin-4-ylmethyl)ureidooxy)acetic acid (Compound VI-10) 67 mg (0.30 mmol) was coupled with (S)-2-amino-3-(4-tert-butoxyphenyl)-N—((S)-1,1-diethoxypropan-2-yl)-N-(naphthalen-1-ylmethyl)propanamide (Compound IV-2) 100 mg (0.20 mmol) to obtain the title compound. The reactants are CC1CN(Cc2nnc(-c3cc(Br)cc4c3cnn4S(=O)(=O)c3ccccc3)o2)CC(C)O1, C1COCCO1, COc1ncc(B2OC(C)(C)C(C)(C)O2)cc1N, O. Product: COc1ncc(-c2cc(-c3nnc(CN4CC(C)OC(C)C4)o3)c3cnn(S(=O)(=O)c4ccccc4)c3c2)cc1N. As a reaction SMILES: [Br:1][c:2]1[cH:3][c:4](-[c:20]2[o:21][c:22]([CH2:25][N:26]3[CH2:27][CH:28]([CH3:33])[O:29][CH:30]([CH3:32])[CH2:31]3)[n:23][n:24]2)[c:5]2[cH:6][n:7][n:8]([S:11](=[O:12])(=[O:13])[c:14]3[cH:15][cH:16][cH:17][cH:18][cH:19]3)[c:9]2[cH:10]1.[CH2:52]1[O:53][CH2:54][CH2:55][O:56][CH2:57]1.[CH3:34][O:35][c:36]1[n:37][cH:38][c:39]([B:43]2[O:44][C:45]([CH3:46])([CH3:47])[C:48]([CH3:49])([CH3:50])[O:51]2)[cH:40][c:41]1[NH2:42].[OH2:58]>>[c:2]1(-[c:39]2[cH:38][n:37][c:36]([O:35][CH3:34])[c:41]([NH2:42])[cH:40]2)[cH:3][c:4](-[c:20]2[o:21][c:22]([CH2:25][N:26]3[CH2:27][CH:28]([CH3:33])[O:29][CH:30]([CH3:32])[CH2:31]3)[n:23][n:24]2)[c:5]2[cH:6][n:7][n:8]([S:11](=[O:12])(=[O:13])[c:14]3[cH:15][cH:16][cH:17][cH:18][cH:19]3)[c:9]2[cH:10]1. Reactants: C(C1=CC=CC=C1)OC1=NC=CC(=C1)C1=NN=C(N1C)S(=O)(=O)C (2-Benzyloxy-4-(5-methanesulfonyl-4-methyl-4H-[1,2,4]triazol-3-yl)-pyridine), ClC=1C=C(C=CC1)C1=CC(=NO1)C(C)O (1-[5-(3-Chloro-phenyl)-isoxazol-3-yl]-ethanol), C([O-])([O-])=O.[Cs+].[Cs+] (cesium carbonate). Reaction conditions: temperature 65 celsius, time 8 hour. Yields the product C(C1=CC=CC=C1)OC1=NC=CC(=C1)C1=NN=C(N1C)OC(C)C1=NOC(=C1)C1=CC(=CC=C1)Cl (2-Benzyloxy-4-(5-{1-[5-(3-chloro-phenyl)-isoxazol-3-yl]-ethoxy}-4-methyl-4H-[1,2,4]triazol-3-yl)-pyridine). Yield: 89.0%. As a reaction SMILES: [CH2:1]([O:8][C:9]1[CH:14]=[C:13]([C:15]2[N:19]([CH3:20])[C:18](S(C)(=O)=O)=[N:17][N:16]=2)[CH:12]=[CH:11][N:10]=1)[C:2]1[CH:7]=[CH:6][CH:5]=[CH:4][CH:3]=1.[Cl:25][C:26]1[CH:27]=[C:28]([C:32]2[O:36][N:35]=[C:34]([CH:37]([OH:39])[CH3:38])[CH:33]=2)[CH:29]=[CH:30][CH:31]=1.C(=O)([O-])[O-].[Cs+].[Cs+]>>[CH2:1]([O:8][C:9]1[CH:14]=[C:13]([C:15]2[N:19]([CH3:20])[C:18]([O:39][CH:37]([C:34]3[CH:33]=[C:32]([C:28]4[CH:29]=[CH:30][CH:31]=[C:26]([Cl:25])[CH:27]=4)[O:36][N:35]=3)[CH3:38])=[N:17][N:16]=2)[CH:12]=[CH:11][N:10]=1)[C:2]1[CH:7]=[CH:6][CH:5]=[CH:4][CH:3]=1 |f:2.3.4|. Reported procedure: The title compound from example 29.1 (103 mg, 0.298 mmol), the title compound from example 7.1 (100 mg, 0.4471 mmol) and cesium carbonate (291 mg, 0.894 mmol) were combined in a screw cap vial which was purged with nitrogen. Dimethylformamide (3 mL) was added and the reaction was stirred at 65° C. overnight. The reaction mixture was then cooled to room temperature, diluted with water and extracted three times with dichloromethane. The combined organics were dried over magnesium sulfate, filtered... Reactants: C(C)(=O)O[BH-](OC(C)=O)OC(C)=O.[Na+] (Sodium triacetoxyborohydride), NCC1=NC(=C2N=CN(C2=N1)[C@@H]1O[C@@H]([C@H]([C@H]1O)O)COC)NCCC1=CC=CC=C1 ((2R,3R,4S,5R)-2-[2-(aminomethyl)-6-(phenethylamino)-9H-purin-9-yl]-5-(methoxymethyl)tetrahydro-3,4-furandiol), C(C)(=O)O (acetic acid), C1(CCCCC1)=O (cyclohexanone). Run at time 24 hour. The product is C1(CCCCC1)NCC1=NC(=C2N=CN(C2=N1)[C@@H]1O[C@@H]([C@H]([C@H]1O)O)COC)NCCC1=CC=CC=C1 ((2R,3R,4S,5R)-2-[2-[(Cyclohexylamino)methyl]-6-(phenethylamino)-9H-purin-9-yl]-5-(methoxymethyl)tetrahydro-3,4-furandiol). Isolated yield 48.2%. RXN SMILES: C(O[BH-](OC(=O)C)OC(=O)C)(=O)C.[Na+].[NH2:15][CH2:16][C:17]1[N:25]=[C:24]2[C:20]([N:21]=[CH:22][N:23]2[C@H:26]2[C@H:30]([OH:31])[C@H:29]([OH:32])[C@@H:28]([CH2:33][O:34][CH3:35])[O:27]2)=[C:19]([NH:36][CH2:37][CH2:38][C:39]2[CH:44]=[CH:43][CH:42]=[CH:41][CH:40]=2)[N:18]=1.C(O)(=O)C.[C:49]1(=O)[CH2:54][CH2:53][CH2:52][CH2:51][CH2:50]1>>[CH:49]1([NH:15][CH2:16][C:17]2[N:25]=[C:24]3[C:20]([N:21]=[CH:22][N:23]3[C@H:26]3[C@H:30]([OH:31])[C@H:29]([OH:32])[C@@H:28]([CH2:33][O:34][CH3:35])[O:27]3)=[C:19]([NH:36][CH2:37][CH2:38][C:39]3[CH:44]=[CH:43][CH:42]=[CH:41][CH:40]=3)[N:18]=2)[CH2:54][CH2:53][CH2:52][CH2:51][CH2:50]1 |f:0.1|. Reported procedure: Sodium triacetoxyborohydride (154 mg, 0.72 mmol) was added to a stirred solution of (2R,3R,4S,5R)-2-[2-(aminomethyl)-6-(phenethylamino)-9H-purin-9-yl]-5-(methoxymethyl)tetrahydro-3,4-furandiol (200 mg, 0.48 mmol) (preparation 48), acetic acid (30 mg, 0.48 mmol) and cyclohexanone (45 mg, 0.46 mmol). The reaction mixture was stirred for 24 hr at room temperature and the solvent then removed under reduced pressure. The residue was then azeotroped with dichloromethane before purification by column c... RXN SMILES: Br[CH2:2][CH2:3][CH2:4][C:5]([CH3:15])([CH3:14])[CH2:6][O:7][CH:8]1[CH2:13][CH2:12][CH2:11][CH2:10][O:9]1.[C:16]1([CH3:28])[CH:21]=[CH:20][C:19]([S:22]([CH2:25][N+:26]#[C-:27])(=[O:24])=[O:23])=[CH:18][CH:17]=1.[H-].[Na+]>CS(C)=O.[I-].C([N+](CCCC)(CCCC)CCCC)CCC.ClCCl.O>[N+:26]([C:25]([S:22]([C:19]1[CH:18]=[CH:17][C:16]([CH3:28])=[CH:21][CH:20]=1)(=[O:23])=[O:24])([CH2:2][CH2:3][CH2:4][C:5]([CH3:14])([CH3:15])[CH2:6][O:7][CH:8]1[CH2:13][CH2:12][CH2:11][CH2:10][O:9]1)[CH2:2][CH2:3][CH2:4][C:5]([CH3:15])([CH3:14])[CH2:6][O:7][CH:8]1[CH2:13][CH2:12][CH2:11][CH2:10][O:9]1)#[C-:27] |f:2.3,5.6|. The reactants are BrCCCC(COC1OCCCC1)(C)C (5-bromo-1-(tetrahydropyranyloxy)-2,2-dimethylpentane), C1(=CC=C(C=C1)S(=O)(=O)C[N+]#[C-])C (p-toluenesulphonylmethyl isocyanide), [H-].[Na+] (sodium hydride). Product: [N+](#[C-])C(CCCC(COC1OCCCC1)(C)C)(CCCC(COC1OCCCC1)(C)C)S(=O)(=O)C1=CC=C(C=C1)C (2-[6-isocyano-2,2,10,10-tetramethyl-11-(tetrahydropyran-2-yloxy)-6-(toluene-4-sulfonyl)-undecyloxy]-tetrahydropyran). Reaction conditions: time 6 hour. The reagents and catalysts are [I-].C(CCC)[N+](CCCC)(CCCC)CCCC (Tetra-n-butylammonium iodide). Yield: 113.2%. Solvent: ClCCl (dichloromethane), O (water), ClCCl (dichloromethane), CS(=O)C (DMSO), O (water). Procedure: Under N2 atmosphere, to a solution of 5-bromo-1-(tetrahydropyranyloxy)-2,2-dimethylpentane (40.0 g, 0.143 mol) and p-toluenesulphonylmethyl isocyanide (TosMIC; 13.99 g, 0.072 mol) in anhydrous DMSO (400 mL) was added sodium hydride (60% dispersion in mineral oil, 6.86 g, 0.173 mol) under cooling in a water-bath. Tetra-n-butylammonium iodide (5.28 g, 0.0143 mol) was then added while cooling in a water-bath. The mixture was stirred for 6 h at rt., then carefully hydrolyzed by drop-wise addition of... The reactants are C(C)(=O)C=1OC=CC1 (2-Acetylfuran), N(=O)[O-].[Na+] (sodium nitrite), O (water), solution, C(C=1C(C(=O)[O-])=CC=CC1)(=O)[O-].[Na+].[Na+] (disodium phthalate), N(=O)[O-].[Na+] (sodium nitrite), O (water), N(=O)[O-] (nitrite). Run in Cl (hydrochloric acid), Cl (hydrochloric acid). The product is O1C(=CC=C1)C(C(=O)O)=O (fur-2-ylglyoxylic acid). The yield is 64.3%. As a reaction SMILES: C(C1OC=CC=1)(=[O:3])C.N([O-])=O.[Na+].[C:13]([O-:24])(=[O:23])[C:14]1C(=[CH:19][CH:20]=[CH:21][CH:22]=1)C([O-])=O.[Na+].[Na+].N([O-])=O.[OH2:30]>Cl>[O:30]1[CH:19]=[CH:20][CH:21]=[C:22]1[C:14](=[O:3])[C:13]([OH:24])=[O:23] |f:1.2,3.4.5|. Reported procedure: 2-Acetylfuran (22 g) in 6N hydrochloric acid (200 ml) at 65° was treated with a solution of sodium nitrite (35 g) in water (100 ml) over 95 minutes. A 1.3M solution of disodium phthalate (230 ml) was added over 5 minutes whilst a solution of sodium nitrite (28 g) in water (70 ml) was being added over 85 minutes. One hour after the end of the addition of the nitrite the solution was cooled and acidified to pH 1.4 with hydrochloric acid and the precipitated phthalic acid filtered off. The solution...